Task: describe an organic reaction: reactants, conditions, products, and yield. Dataset: the Open Reaction Database (ORD), a public repository of structured organic reaction records The reactants are CN(/C=C/C(=O)C1=NN(C=CC1=O)C1=CC=C(C=C1)OC(F)(F)F)C (3-((E)-3-Dimethylamino-acryloyl)-1-(4-trifluoromethoxy-phenyl)-1H-pyridazin-4-one), FC1=C(C=CC=C1)NN (2-fluoro-phenylhydrazine). Yields the product FC1=C(C=CC=C1)N1N=CC=C1C1=NN(C=CC1=O)C1=CC=C(C=C1)OC(F)(F)F (3-[2-(2-Fluoro-phenyl)-2H-pyrazol-3-yl]-1-(4-trifluoromethoxy-phenyl)-1H-pyridazin-4-one). The yield is 65.0%. As a reaction SMILES: C[N:2](C)/[CH:3]=[CH:4]/[C:5]([C:7]1[C:12](=[O:13])[CH:11]=[CH:10][N:9]([C:14]2[CH:19]=[CH:18][C:17]([O:20][C:21]([F:24])([F:23])[F:22])=[CH:16][CH:15]=2)[N:8]=1)=O.[F:26][C:27]1[CH:32]=[CH:31][CH:30]=[CH:29][C:28]=1[NH:33]N>>[F:26][C:27]1[CH:32]=[CH:31][CH:30]=[CH:29][C:28]=1[N:33]1[C:5]([C:7]2[C:12](=[O:13])[CH:11]=[CH:10][N:9]([C:14]3[CH:15]=[CH:16][C:17]([O:20][C:21]([F:22])([F:23])[F:24])=[CH:18][CH:19]=3)[N:8]=2)=[CH:4][CH:3]=[N:2]1. Procedure: The product was obtained starting from 3-((E)-3-Dimethylamino-acryloyl)-1-(4-trifluoromethoxy-phenyl)-1H-pyridazin-4-one (A-8) and 2-fluoro-phenylhydrazine according to the method described for Example 1 in 65% yield. MS: M=417.0 (M+H)+ The reactants are N (ammonia), [N+](=O)([O-])C1=CC=C(C=C1)O (4-nitrophenol), FC1=C(CBr)C=CC=C1 (2-fluorobenzylbromide), ClC=1C2=C(N=CN1)C=NC(=C2)N(C)C (4-chloro-6-(N,N-dimethylamino)pyrido[3,4-d]pyrimidine). Solvent: C(C)O (ethanol), ClCCl (dichloromethane). The product is FC1=C(COC2=CC=C(N)C=C2)C=CC=C1 (4-(2-Fluorobenzyloxy)aniline). Reaction SMILES: [N+:1]([C:4]1[CH:9]=[CH:8][C:7]([OH:10])=[CH:6][CH:5]=1)([O-])=O.[F:11][C:12]1[CH:19]=[CH:18][CH:17]=[CH:16][C:13]=1[CH2:14]Br.ClC1C2C=C(N(C)C)N=CC=2N=CN=1.N>C(O)C.ClCCl>[F:11][C:12]1[CH:19]=[CH:18][CH:17]=[CH:16][C:13]=1[CH2:14][O:10][C:7]1[CH:8]=[CH:9][C:4]([NH2:1])=[CH:5][CH:6]=1. Procedure: 4-(2-Fluorobenzyloxy)aniline was prepared from 4-nitrophenol (Aldrich) and 2-fluorobenzylbromide (Aldrich) according to Procedure D. This was reacted with 4-chloro-6-(N,N-dimethylamino)pyrido[3,4-d]pyrimidine according to Procedure A to give the product; tlc (dichloromethane:ethanol:aq.ammonia, 100:8:1) Rf 0.48; m/z (M+1)+390. Reactants: CCCCCCBr, [H-], Cc1c(I)c[nH]c(=O)c1[N+](=O)[O-], [Na+], CN(C)C=O, O. Yields the product CCCCCCn1cc(I)c(C)c([N+](=O)[O-])c1=O. Reaction SMILES: [CH2:15]([CH2:16][CH2:17][CH2:18][CH2:19][CH3:20])[Br:21].[H-:13].[I:1][c:2]1[c:3]([CH3:12])[c:4]([N+:9](=[O:10])[O-:11])[c:5](=[O:8])[nH:6][cH:7]1.[Na+:14].[O:23]=[CH:24][N:25]([CH3:26])[CH3:27].[OH2:22]>>[I:1][c:2]1[c:3]([CH3:12])[c:4]([N+:9](=[O:10])[O-:11])[c:5](=[O:8])[n:6]([CH2:15][CH2:16][CH2:17][CH2:18][CH2:19][CH3:20])[cH:7]1. The reactants are Brc1ccccc1, COc1cc2c(Cl)ccnc2cc1OCc1ccccc1, CN(C)c1ccncc1, O=C(NCCc1ccccc1)C(=O)Nc1ccc(O)c(F)c1. Yields the product COc1cc2c(Oc3ccc(NC(=O)C(=O)NCCc4ccccc4)cc3F)ccnc2cc1OCc1ccccc1. RXN SMILES: [Br:53][c:54]1[cH:55][cH:56][cH:57][cH:58][cH:59]1.[CH2:1]([c:2]1[cH:3][cH:4][cH:5][cH:6][cH:7]1)[O:8][c:9]1[c:10]([O:20][CH3:21])[cH:11][c:12]2[c:13]([Cl:19])[cH:14][cH:15][n:16][c:17]2[cH:18]1.[CH3:44][N:45]([c:46]1[cH:47][cH:48][n:49][cH:50][cH:51]1)[CH3:52].[F:22][c:23]1[cH:24][c:25]([NH:30][C:31]([C:32](=[O:33])[NH:34][CH2:35][CH2:36][c:37]2[cH:38][cH:39][cH:40][cH:41][cH:42]2)=[O:43])[cH:26][cH:27][c:28]1[OH:29]>>[CH2:1]([c:2]1[cH:3][cH:4][cH:5][cH:6][cH:7]1)[O:8][c:9]1[c:10]([O:20][CH3:21])[cH:11][c:12]2[c:13]([O:29][c:28]3[c:23]([F:22])[cH:24][c:25]([NH:30][C:31]([C:32](=[O:33])[NH:34][CH2:35][CH2:36][c:37]4[cH:38][cH:39][cH:40][cH:41][cH:42]4)=[O:43])[cH:26][cH:27]3)[cH:14][cH:15][n:16][c:17]2[cH:18]1. Starting materials: NC1=NN2C(N=CC(=C2C2=CC=C(C=C2)Cl)C2=C(C=CC=C2)Cl)=C1C(NC1CCCC1)=O (2-amino-6-(2-chlorophenyl)-7-(4-chlorophenyl)-3-(N-cyclopentylcarbamoyl)pyrazolo[1,5-a]pyrimidine), ClCCOCCCl (2-chloroethylether). Yields the product ClC1=C(C=CC=C1)C=1C=NC=2N(C1C1=CC=C(C=C1)Cl)N=C(C2C(NC2CCCC2)=O)N2CCOCC2 (6-(2-chlorophenyl)-7-(4-chlorophenyl)-2-morpholino-3-(N-cyclopentylcarbamoyl)pyrazolo[1,5-a]pyrimidine). Isolated yield 33.0%. Reaction SMILES: [NH2:1][C:2]1[C:24]([C:25](=[O:32])[NH:26][CH:27]2[CH2:31][CH2:30][CH2:29][CH2:28]2)=[C:5]2[N:6]=[CH:7][C:8]([C:17]3[CH:22]=[CH:21][CH:20]=[CH:19][C:18]=3[Cl:23])=[C:9]([C:10]3[CH:15]=[CH:14][C:13]([Cl:16])=[CH:12][CH:11]=3)[N:4]2[N:3]=1.Cl[CH2:34][CH2:35][O:36][CH2:37][CH2:38]Cl>>[Cl:23][C:18]1[CH:19]=[CH:20][CH:21]=[CH:22][C:17]=1[C:8]1[CH:7]=[N:6][C:5]2[N:4]([N:3]=[C:2]([N:1]3[CH2:38][CH2:37][O:36][CH2:35][CH2:34]3)[C:24]=2[C:25](=[O:32])[NH:26][CH:27]2[CH2:31][CH2:30][CH2:29][CH2:28]2)[C:9]=1[C:10]1[CH:11]=[CH:12][C:13]([Cl:16])=[CH:14][CH:15]=1. Reported procedure: The compound obtained in Example 40 and 2-chloroethylether were treated in the same manner as described in Example 43 to obtain 6-(2-chlorophenyl)-7-(4-chlorophenyl)-2-morpholino-3-(N-cyclopentylcarbamoyl)pyrazolo[1,5-a]pyrimidine (23 mg, yield: 33%) as a powder. Reported procedure: A mixture of 7.6 g of the product of Step A, 9.5 g of diethyl chlorothiophosphate and 7 g of potassium carbonate in 50 ml of acetone was stirred overnight at room temperature and the mixture was then filtered. The filtrate was concentrated by evaporation under reduced pressure and was chromatographed over silica. Elution with a 9-1 benzene-ethylacetate mixture yielded 3-(diethoxythiophosphoryloxy)-5-methylthio-1,2,4-thiadiazole with a refractive index of nD20 = 1.5534 and Rf=0.4. Run at time 8 hour. The solvent is CC(=O)C (acetone). As a reaction SMILES: [OH:1][C:2]1[N:6]=[C:5]([S:7][CH3:8])[S:4][N:3]=1.[P:9](Cl)([O:14][CH2:15][CH3:16])([O:11][CH2:12][CH3:13])=[S:10].C(=O)([O-])[O-].[K+].[K+]>CC(C)=O>[CH2:12]([O:11][P:9]([O:1][C:2]1[N:6]=[C:5]([S:7][CH3:8])[S:4][N:3]=1)([O:14][CH2:15][CH3:16])=[S:10])[CH3:13] |f:2.3.4|. Reactants: OC1=NSC(=N1)SC (3-hydroxy-5-methylthio-1,2,4-thiadiazole), P(=S)(OCC)(OCC)Cl (diethyl chlorothiophosphate), C([O-])([O-])=O.[K+].[K+] (potassium carbonate). Yields the product C(C)OP(=S)(OCC)OC1=NSC(=N1)SC (3-(diethoxythiophosphoryloxy)-5-methylthio-1,2,4-thiadiazole). Starting materials: O (Water), FC1=CC=C(C=C1)O (4-fluorophenol), FC1=CC=C(C=O)C=C1 (4-fluorobenzaldehyde), C([O-])([O-])=O.[K+].[K+] (potassium carbonate). Run in CC(=O)N(C)C (DMAC). Product: FC1=CC=C(OC2=CC=C(C=O)C=C2)C=C1 (4-(4-fluorophenoxy)benzaldehyde). As a reaction SMILES: [F:1][C:2]1[CH:7]=[CH:6][C:5]([OH:8])=[CH:4][CH:3]=1.F[C:10]1[CH:17]=[CH:16][C:13]([CH:14]=[O:15])=[CH:12][CH:11]=1.C(=O)([O-])[O-].[K+].[K+].O>CC(N(C)C)=O>[F:1][C:2]1[CH:7]=[CH:6][C:5]([O:8][C:10]2[CH:17]=[CH:16][C:13]([CH:14]=[O:15])=[CH:12][CH:11]=2)=[CH:4][CH:3]=1 |f:2.3.4|. Reported procedure: A solution of 4-fluorophenol (4.52 g, 40.29 mmol), 4-fluorobenzaldehyde (5.00 g, 40.29 mmol) and potassium carbonate (6.70 g, 48.35 mmol) in DMAC (40 mL) was refluxed for 12 h and cooled to room temperature. Water was added and the reaction mixture was extracted with ethyl acetate. The organic extract was washed with brine, dried over sodium sulfate, filtered and concentrated to afford an oil which was chromatographed on silica gel (15% ethyl acetate/hexane) to afford the title compound.